The task is: describe an organic reaction: reactants, conditions, products, and yield. This data is from the Open Reaction Database (ORD), a public repository of structured organic reaction records. Conditions: time 1 hour. The solvent is O1CCOCC1 (1,4-dioxane), C(C)#N (acetonitrile), O (water). RXN SMILES: Cl.N[CH2:3][CH2:4][CH2:5][CH2:6][CH:7]([NH:19][C:20]([C:22]1[CH:27]=[CH:26][C:25]([C:28]2[CH:33]=[CH:32][CH:31]=[CH:30][CH:29]=2)=[CH:24][CH:23]=1)=[O:21])[C:8]([NH:10][CH2:11][C:12]1[CH:17]=[CH:16][C:15]([Cl:18])=[CH:14][CH:13]=1)=[O:9].N([O-])=[O:35].[Na+].Cl>O.C(#N)C.O1CCOCC1>[OH:35][CH2:3][CH2:4][CH2:5][CH2:6][CH:7]([NH:19][C:20]([C:22]1[CH:23]=[CH:24][C:25]([C:28]2[CH:29]=[CH:30][CH:31]=[CH:32][CH:33]=2)=[CH:26][CH:27]=1)=[O:21])[C:8]([NH:10][CH2:11][C:12]1[CH:13]=[CH:14][C:15]([Cl:18])=[CH:16][CH:17]=1)=[O:9] |f:0.1,2.3|. Yields the product OCCCCC(C(=O)NCC1=CC=C(C=C1)Cl)NC(=O)C1=CC=C(C=C1)C1=CC=CC=C1 (6-Hydroxy-2-(4-phenylbenzenecarbonyl)amino-N-(4-chlorobenzyl)hexanamide). Procedure details: 6-Amino-2-(4-phenylbenzenecarbonyl)amino-N-(4-chlorobenzyl)hexanamide hydrochloride (173) (1.29 g) was dissolved in water (50 ml) and acetonitrile (20 ml). To the solution were added sodium nitrite (4.02 g) and a solution of 4 N hydrochloric acid in 1,4-dioxane (3.31 ml) under cooling with ice, and the mixture was stirred for 1.0 hour under cooling with ice. After 1.5 hours, the reaction liquid was warmed to room temperature and stirred for 2.0 hours. The reaction liquid was concentrated and ext... The reactants are Cl (hydrochloric acid), N(=O)[O-].[Na+] (sodium nitrite), Cl.NCCCCC(C(=O)NCC1=CC=C(C=C1)Cl)NC(=O)C1=CC=C(C=C1)C1=CC=CC=C1 (6-Amino-2-(4-phenylbenzenecarbonyl)amino-N-(4-chlorobenzyl)hexanamide Hydrochloride). Yield: 46.9%. Starting materials: N#N.C(C)(C)(C)OC(CN(CCCC)C([C@@H](NS(=O)(=O)C1=CC=C(C)C=C1)CCCNC(N)=N)=O)=O (N2 tosyl-L-arginyl-N-butylglycine tert-butyl ester), Cl.C(C)(=O)OCC (HCl ethyl acetate). Solvent: C(Cl)(Cl)Cl (chloroform). Conditions: time 5 hour. The product is N#N.Cl.S(=O)(=O)(C1=CC=C(C)C=C1)N[C@@H](CCCNC(N)=N)C(=O)N(CC(=O)O)CCCC (N2 tosyl-L-arginyl-N-butylglycine hydrochloride). As a reaction SMILES: [N:1]#[N:2].C([O:7][C:8](=[O:36])[CH2:9][N:10]([C:15](=[O:35])[C@H:16]([CH2:28][CH2:29][CH2:30][NH:31][C:32](=[NH:34])[NH2:33])[NH:17][S:18]([C:21]1[CH:27]=[CH:26][C:24]([CH3:25])=[CH:23][CH:22]=1)(=[O:20])=[O:19])[CH2:11][CH2:12][CH2:13][CH3:14])(C)(C)C.[ClH:37].C(OCC)(=O)C>C(Cl)(Cl)Cl>[N:1]#[N:2].[ClH:37].[S:18]([NH:17][C@H:16]([C:15]([N:10]([CH2:11][CH2:12][CH2:13][CH3:14])[CH2:9][C:8]([OH:36])=[O:7])=[O:35])[CH2:28][CH2:29][CH2:30][NH:31][C:32](=[NH:33])[NH2:34])([C:21]1[CH:27]=[CH:26][C:24]([CH3:25])=[CH:23][CH:22]=1)(=[O:19])=[O:20] |f:0.1,2.3,5.6.7|. Procedure details: To a solution of 2.0 g of N2 -tosyl-L-arginyl-N-butylglycine tert-butyl ester in 20 ml of chloroform was added 50 ml of 15% HCl-ethyl acetate. The reaction mixture was stirred for 5 hours at room temperature. At the end of this period, the reaction mixture was evaporated to dryness. The residue was washed several times with dry ethyl ether to give 1.5 g of N2 -tosyl-L-arginyl-N-butylglycine hydrochloride as an amorphous solid. Run at temperature 60 celsius, time 2 hour. Run in CO (methanol). Yields the product ClC1=CC=C(C=C1)C1=CC(=CC=C1)C(C(C)C)(O)C=1N=CNC1 (1-(4′-chloro[1,1′-biphenyl]-3-yl)-1-(1H-imidazol-4-yl)-2-methyl-1-propanol). Starting materials: ClC1=CC=C(C=C1)C1=CC(=CC=C1)C(C(C)C)(O)C=1N=CN(C1)C(C1=CC=CC=C1)(C1=CC=CC=C1)C1=CC=CC=C1 (1-(4′-Chloro[1,1′-biphenyl]-3-yl)-2-methyl-1-(1-trityl-1H-imidazol-4-yl)-1-propanol), Cl.N1=CC=CC=C1 (pyridine hydrochloride), C(O)([O-])=O.[Na+] (sodium hydrogen carbonate). Reported procedure: 1-(4′-Chloro[1,1′-biphenyl]-3-yl)-2-methyl-1-(1-trityl-1H-imidazol-4-yl)-1-propanol (0.71 g) and pyridine hydrochloride (0.25 g) were dissolved in methanol (20 ml), and the mixture was stirred at 60° C. for 2 h. To the reaction mixture was added saturated aqueous sodium hydrogen carbonate solution and the mixture was concentrated. Water and ethyl acetate were added and the mixture was extracted with ethyl acetate. The organic layer was dried and concentrated, and the obtained residue was purifie... The yield is 76.0%. RXN SMILES: [Cl:1][C:2]1[CH:7]=[CH:6][C:5]([C:8]2[CH:13]=[CH:12][CH:11]=[C:10]([C:14]([C:19]3[N:20]=[CH:21][N:22](C(C4C=CC=CC=4)(C4C=CC=CC=4)C4C=CC=CC=4)[CH:23]=3)([OH:18])[CH:15]([CH3:17])[CH3:16])[CH:9]=2)=[CH:4][CH:3]=1.Cl.N1C=CC=CC=1.C(=O)([O-])O.[Na+]>CO>[Cl:1][C:2]1[CH:7]=[CH:6][C:5]([C:8]2[CH:13]=[CH:12][CH:11]=[C:10]([C:14]([C:19]3[N:20]=[CH:21][NH:22][CH:23]=3)([OH:18])[CH:15]([CH3:17])[CH3:16])[CH:9]=2)=[CH:4][CH:3]=1 |f:1.2,3.4|. Starting materials: Cc1ccccc1, C[Si](C)(C)C=[N+]=[N-], CO, CCCCCC, COc1cccc(Oc2ccccc2-c2c(O)on(C)c2=O)c1. Yields the product COc1cccc(Oc2ccccc2-c2c(OC)on(C)c2=O)c1. Reaction SMILES: [CH3:24][c:25]1[cH:26][cH:27][cH:28][cH:29][cH:30]1.[CH3:31][Si:32]([CH:33]=[N+:34]=[N-:35])([CH3:36])[CH3:37].[CH3:38][OH:39].[CH3:40][CH2:41][CH2:42][CH2:43][CH2:44][CH3:45].[OH:1][c:2]1[c:3](-[c:9]2[c:10]([O:15][c:16]3[cH:17][c:18]([O:22][CH3:23])[cH:19][cH:20][cH:21]3)[cH:11][cH:12][cH:13][cH:14]2)[c:4](=[O:8])[n:5]([CH3:7])[o:6]1>>[O:1]([c:2]1[c:3](-[c:9]2[c:10]([O:15][c:16]3[cH:17][c:18]([O:22][CH3:23])[cH:19][cH:20][cH:21]3)[cH:11][cH:12][cH:13][cH:14]2)[c:4](=[O:8])[n:5]([CH3:7])[o:6]1)[CH3:24]. Starting materials: N#CCBr, O=C([O-])[O-], COc1ccc(Cn2c(=O)c3cc(O)ccc3n(C3CCN(C=O)CC3)c2=O)cc1OC, [Cs+], [Cs+], CN(C)C=O. The product is COc1ccc(Cn2c(=O)c3cc(OCC#N)ccc3n(C3CCN(C=O)CC3)c2=O)cc1OC. Reaction SMILES: [Br:39][CH2:40][C:41]#[N:42].[C:33](=[O:34])([O-:35])[O-:36].[CH3:1][O:2][c:3]1[cH:4][c:5]([CH2:6][n:7]2[c:8](=[O:27])[n:9]([CH:19]3[CH2:20][CH2:21][N:22]([CH:25]=[O:26])[CH2:23][CH2:24]3)[c:10]3[cH:11][cH:12][c:13]([OH:18])[cH:14][c:15]3[c:16]2=[O:17])[cH:28][cH:29][c:30]1[O:31][CH3:32].[Cs+:37].[Cs+:38].[O:43]=[CH:44][N:45]([CH3:46])[CH3:47]>>[CH3:1][O:2][c:3]1[cH:4][c:5]([CH2:6][n:7]2[c:8](=[O:27])[n:9]([CH:19]3[CH2:20][CH2:21][N:22]([CH:25]=[O:26])[CH2:23][CH2:24]3)[c:10]3[cH:11][cH:12][c:13]([O:18][CH2:40][C:41]#[N:42])[cH:14][c:15]3[c:16]2=[O:17])[cH:28][cH:29][c:30]1[O:31][CH3:32]. Reactants: Cc1cc([N+](=O)[O-])cnc1N1CCN(C(=O)OC(C)(C)C)CC1, ClCCl, Cl, C1COCCO1. Product: Cl, Cc1cc([N+](=O)[O-])cnc1N1CCNCC1. RXN SMILES: [C:2]([O:3][C:4](=[O:5])[N:9]1[CH2:10][CH2:11][N:12]([c:15]2[n:16][cH:17][c:18]([N+:22](=[O:23])[O-:24])[cH:19][c:20]2[CH3:21])[CH2:13][CH2:14]1)([CH3:6])([CH3:7])[CH3:8].[Cl:25][CH2:26][Cl:27].[ClH:1].[O:28]1[CH2:29][CH2:30][O:31][CH2:32][CH2:33]1>>[ClH:1].[NH:9]1[CH2:10][CH2:11][N:12]([c:15]2[n:16][cH:17][c:18]([N+:22](=[O:23])[O-:24])[cH:19][c:20]2[CH3:21])[CH2:13][CH2:14]1. Starting materials: C1OC=2C=C(C=CC2O1)CC(=O)NS(=O)(=O)C1=CC=C(C=C1)C(C)C (N-(3,4-methylenedioxyphenylacetyl)-4-(i-propyl)benzenesulfonamide), solution, C[Si](C)(C)[N-][Si](C)(C)C.[Li+] (lithium bis(trimethylsilyl)amide), BrCC1=C(C=C(C(=O)OC)C=C1)CCC (methyl 4-bromomethyl-3-propylbenzoate). Run in CS(=O)C (DMSO), C1CCOC1 (THF), CS(=O)C (DMSO), C1CCOC1 (THF). Reaction conditions: time 1 hour. The product is 0.284, C1OC=2C=C(C=CC2O1)C(C(=O)NS(=O)(=O)C1=CC=C(C=C1)C(C)C)CC1=C(C=C(C=C1)C(=O)OC)CCC (N-[2-(3,4-methylenedioxyphenyl)-3-(4-carbomethoxy-2-propylphenyl)propanoyl]-4-(i-propyl)benzenesulfonamide). Isolated yield 36.0%. RXN SMILES: [CH2:1]1[O:9][C:8]2[CH:7]=[CH:6][C:5]([CH2:10][C:11]([NH:13][S:14]([C:17]3[CH:22]=[CH:21][C:20]([CH:23]([CH3:25])[CH3:24])=[CH:19][CH:18]=3)(=[O:16])=[O:15])=[O:12])=[CH:4][C:3]=2[O:2]1.C[Si]([N-][Si](C)(C)C)(C)C.[Li+].Br[CH2:37][C:38]1[CH:47]=[CH:46][C:41]([C:42]([O:44][CH3:45])=[O:43])=[CH:40][C:39]=1[CH2:48][CH2:49][CH3:50]>CS(C)=O.C1COCC1>[CH2:1]1[O:9][C:8]2[CH:7]=[CH:6][C:5]([CH:10]([CH2:37][C:38]3[CH:47]=[CH:46][C:41]([C:42]([O:44][CH3:45])=[O:43])=[CH:40][C:39]=3[CH2:48][CH2:49][CH3:50])[C:11]([NH:13][S:14]([C:17]3[CH:22]=[CH:21][C:20]([CH:23]([CH3:25])[CH3:24])=[CH:19][CH:18]=3)(=[O:16])=[O:15])=[O:12])=[CH:4][C:3]=2[O:2]1 |f:1.2|. Procedure details: To a magnetically stirred solution of 0.531 g (1.47 mmol) of the product of Example 1 dissolved in 2.0 mL of DMSO was added 4.40 mL of a 1.0M solution of lithium bis(trimethylsilyl)amide in THF under a nitrogen atmosphere at a temperature just warm enough to prevent the DMSO from solidifying (approximately 18° C.). During the addition of the base, the reaction mixture was further cooled to 0°-50° C. with an ice-water bath. When the addition was complete, the reaction mixture was stirred for 1 ho... The reactants are C(C1=CC=CC=C1)O (benzylalcohol), BrCCCCBr (1,4-dibromobutane), C1(=CC=CC=C1)C (toluene), [OH-].[Na+] (sodium hydroxide). Reagents/catalysts: CCCCCCCC[N+](C)(CCCCCCCC)CCCCCCCC.[Cl-] (aliquat 336). The solvent is O (water). The product is C(C1=CC=CC=C1)OCCCCBr (4-benzyloxy-1-bromobutane). Isolated yield 66.4%. Reaction SMILES: [OH-].[Na+].[CH2:3]([OH:10])[C:4]1[CH:9]=[CH:8][CH:7]=[CH:6][CH:5]=1.[Br:11][CH2:12][CH2:13][CH2:14][CH2:15]Br.C1(C)C=CC=CC=1>O.CCCCCCCC[N+](CCCCCCCC)(CCCCCCCC)C.[Cl-]>[CH2:3]([O:10][CH2:15][CH2:14][CH2:13][CH2:12][Br:11])[C:4]1[CH:9]=[CH:8][CH:7]=[CH:6][CH:5]=1 |f:0.1,6.7|. Procedure details: To a warm mixture of sodium hydroxide (240 g, 6 mol) in 260 mL water there is added benzylalcohol (174 g, 1.61 mol), 1,4-dibromobutane (624 g, 2.88 mol), 10 g aliquat 336, and 150 mL toluene with good stirring. The temperature of the reaction mixture rises slowly to about 60° C. and is kept below this temperature by slight cooling. When the temperature of the mixture drops the cooling bath is removed and the reaction mixture is stirred for an additional hour, then poured in 500 mL water. The pro... Reactants: O=C(Cl)C1CCCC1, Nc1cc(-c2cn(-c3ccc4nncn4n3)nc2-c2ccc(F)cc2)ccn1. Product: O=C(Nc1cc(-c2cn(-c3ccc4nncn4n3)nc2-c2ccc(F)cc2)ccn1)C1CCCC1. As a reaction SMILES: [CH:29]1([C:34](=[O:35])[Cl:36])[CH2:30][CH2:31][CH2:32][CH2:33]1.[NH2:1][c:2]1[n:3][cH:4][cH:5][c:6](-[c:8]2[c:9](-[c:22]3[cH:23][cH:24][c:25]([F:28])[cH:26][cH:27]3)[n:10][n:11](-[c:13]3[cH:14][cH:15][c:16]4[n:17]([n:18]3)[cH:19][n:20][n:21]4)[cH:12]2)[cH:7]1>>[NH:1]([c:2]1[n:3][cH:4][cH:5][c:6](-[c:8]2[c:9](-[c:22]3[cH:23][cH:24][c:25]([F:28])[cH:26][cH:27]3)[n:10][n:11](-[c:13]3[cH:14][cH:15][c:16]4[n:17]([n:18]3)[cH:19][n:20][n:21]4)[cH:12]2)[cH:7]1)[C:34]([CH:29]1[CH2:30][CH2:31][CH2:32][CH2:33]1)=[O:35].